This data is from the Open Reaction Database (ORD), a public repository of structured organic reaction records. The task is: describe an organic reaction: reactants, conditions, products, and yield Reactants: C(#N)C1=CC=C(N)C=C1 (4-cyanoaniline), ClCC(=O)O (monochloroacetic acid), O (water), O (water). Solvent: C(C)(=O)OCC (ethyl acetate). Reaction conditions: temperature 100 celsius. Yields the product C(#N)C1=CC=C(C=C1)NCC(=O)O (N-(p-cyanophenyl)-glycine). Reaction SMILES: [C:1]([C:3]1[CH:9]=[CH:8][C:6]([NH2:7])=[CH:5][CH:4]=1)#[N:2].O.Cl[CH2:12][C:13]([OH:15])=[O:14]>C(OCC)(=O)C>[C:1]([C:3]1[CH:9]=[CH:8][C:6]([NH:7][CH2:12][C:13]([OH:15])=[O:14])=[CH:5][CH:4]=1)#[N:2]. Reported procedure: In a 500-ml three-necked flask, 4-cyanoaniline (100 g, 847.4 mmoles) was placed, followed by addition of 300 ml of water and attachment of a water cooling pipe, a mechanical stirrer and a dropping funnel. The flask was heated on an oil bath heated at 100° C. To the flask, an aqueous solution (water 150 ml) of monochloroacetic acid (104 g, 1116 mmoles) was added dropwise for about 30 minutes, followed by reflux with heating for 2.5 hours. After cooling naturally, about 100 ml of ethyl acetate was... The reactants are C1(=CC=C(C=C1)S(=O)(=O)Cl)C (p-toluenesulphonyl chloride), OC(COC1=NC=CC=N1)CO (2-(2',3'-dihydroxy-propoxy)-pyrimidine), Cl (hydrochloric acid). Solvent: N1=CC=CC=C1 (pyridine). Run at temperature -10 celsius, time 15 hour. Yields the product C1(=CC=C(C=C1)S(=O)(=O)OCC(COC1=NC=CC=N1)O)C (2-(3'-p-Toluenesulphonyloxy-2'-hydroxy-propoxy)-pyrimidine). RXN SMILES: [C:1]1([CH3:11])[CH:6]=[CH:5][C:4]([S:7](Cl)(=[O:9])=[O:8])=[CH:3][CH:2]=1.[OH:12][CH:13]([CH2:22][OH:23])[CH2:14][O:15][C:16]1[N:21]=[CH:20][CH:19]=[CH:18][N:17]=1.Cl>N1C=CC=CC=1>[C:1]1([CH3:11])[CH:6]=[CH:5][C:4]([S:7]([O:23][CH2:22][CH:13]([OH:12])[CH2:14][O:15][C:16]2[N:21]=[CH:20][CH:19]=[CH:18][N:17]=2)(=[O:9])=[O:8])=[CH:3][CH:2]=1. Reported procedure: 13.6 g of p-toluenesulphonyl chloride are introduced over the course of 15 minutes, whilst stirring, into a solution of 11.8 g of 2-(2',3'-dihydroxy-propoxy)-pyrimidine in 18 ml of pyridine which is cooled to -10° C. The reaction mixture is kept at 0° C. for 15 hours. Ice is then added followed by 20 ml of 6 N hydrochloric acid introduced whilst stirring. The mixture is then twice extracted with 150 ml of methylene chloride at a time. The extracts are washed with sodium bicarbonate solution, dri...